From a dataset of the Open Reaction Database (ORD), a public repository of structured organic reaction records. describe an organic reaction: reactants, conditions, products, and yield As a reaction SMILES: C[O:2][C:3](=[O:30])[CH2:4][CH2:5][NH:6][C:7](=[O:29])[C:8]1[CH:13]=[CH:12][C:11]([CH:14]([O:21][C:22]2[CH:27]=[CH:26][C:25](Br)=[CH:24][CH:23]=2)[CH2:15][CH2:16][CH2:17][CH2:18][CH2:19][CH3:20])=[CH:10][CH:9]=1.[F:31][C:32]1[CH:37]=[CH:36][C:35](B(O)O)=[C:34]([CH3:41])[CH:33]=1>>[F:31][C:32]1[CH:37]=[CH:36][C:35]([C:25]2[CH:24]=[CH:23][C:22]([O:21][CH:14]([C:11]3[CH:12]=[CH:13][C:8]([C:7]([NH:6][CH2:5][CH2:4][C:3]([OH:30])=[O:2])=[O:29])=[CH:9][CH:10]=3)[CH2:15][CH2:16][CH2:17][CH2:18][CH2:19][CH3:20])=[CH:27][CH:26]=2)=[C:34]([CH3:41])[CH:33]=1. Reported procedure: This compound is made in a substantially similar manner as Example 117 using isomer 1 of 3-{4-[1-(4-bromo-phenoxy)-heptyl]-benzoylamino}-propionic acid methyl ester and 4-fluoro-2-methyl-phenylboronic acid as starting materials in step D. MS (ES): 492.3 [M+H]+. The product is FC1=CC(=C(C=C1)C1=CC=C(C=C1)OC(CCCCCC)C1=CC=C(C(=O)NCCC(=O)O)C=C1)C (3-{4-[1-(4′-Fluoro-2′-methyl-biphenyl-4-yloxy)-heptyl]-benzoylamino}-propionic acid). Reactants: COC(CCNC(C1=CC=C(C=C1)C(CCCCCC)OC1=CC=C(C=C1)Br)=O)=O (3-{4-[1-(4-bromo-phenoxy)-heptyl]-benzoylamino}-propionic acid methyl ester), FC1=CC(=C(C=C1)B(O)O)C (4-fluoro-2-methyl-phenylboronic acid). Reactants: N1(CCCC1)CCCOC1=CC=C(C=C1)C1(CCOCC1)CN ({4-[4-(3-pyrrolidin-1-ylpropoxy)phenyl]tetrahydropyran-4-yl}methylamine), CN1C(=NC2=C1C=CC=C2)S(=O)(=O)O (1-methylbenzimidazole-2-sulfonic acid), C(C)(C)N(C(C)C)CC (N,N-diisopropylethylamine). The solvent is C(C)#N (acetonitrile). Conditions: temperature 155 celsius. Product: CN1C(=NC2=C1C=CC=C2)NCC2(CCOCC2)C2=CC=C(C=C2)OCCCN2CCCC2 (1-methyl-N-({4-[4-(3-pyrrolidin-1-ylpropoxy)phenyl]tetrahydro-2H-pyran-4-yl}methyl)-1H-benzimidazol-2-amine). The yield is 16.6%. As a reaction SMILES: [N:1]1([CH2:6][CH2:7][CH2:8][O:9][C:10]2[CH:15]=[CH:14][C:13]([C:16]3([CH2:22][NH2:23])[CH2:21][CH2:20][O:19][CH2:18][CH2:17]3)=[CH:12][CH:11]=2)[CH2:5][CH2:4][CH2:3][CH2:2]1.[CH3:24][N:25]1[C:29]2[CH:30]=[CH:31][CH:32]=[CH:33][C:28]=2[N:27]=[C:26]1S(O)(=O)=O.C(N(CC)C(C)C)(C)C>C(#N)C>[CH3:24][N:25]1[C:29]2[CH:30]=[CH:31][CH:32]=[CH:33][C:28]=2[N:27]=[C:26]1[NH:23][CH2:22][C:16]1([C:13]2[CH:14]=[CH:15][C:10]([O:9][CH2:8][CH2:7][CH2:6][N:1]3[CH2:5][CH2:4][CH2:3][CH2:2]3)=[CH:11][CH:12]=2)[CH2:17][CH2:18][O:19][CH2:20][CH2:21]1. Reported procedure: A mixture of {4-[4-(3-pyrrolidin-1-ylpropoxy)phenyl]tetrahydropyran-4-yl}methylamine (150 mg, 0.47 mmol), 1-methylbenzimidazole-2-sulfonic acid (83.4 mg, 0.39 mmol) and N,N-diisopropylethylamine (175 μl, 0.98 mmol) in acetonitrile (1.5 ml) was heated at 155° C. in the Smith Personal Synthesiser for 2400 seconds and then a further 900 seconds. The reaction mixture was partitioned between dichloromethane (10 ml) and saturated aqueous sodium bicarbonate solution (10 ml). The organic layer was dried... Starting materials: CC=1C=C(C=NC1C)CC=1C(NC(=NC1)N[N+](=O)[O-])=O (5-(5,6-Dimethyl-3-pyridylmethyl)-2-nitroamino-4-pyrimidone), NCCCCCO (5-aminopentanol). Solvent: C(C)O (ethanol). Yields the product OCCCCCNC1=NC=C(C(N1)=O)CC=1C=NC(=C(C1)C)C (2-(5-hydroxypentylamino)-5-(5,6-dimethyl-3-pyridylmethyl)-4-pyrimidone). RXN SMILES: [CH3:1][C:2]1[CH:3]=[C:4]([CH2:9][C:10]2[C:11](=[O:20])[NH:12][C:13]([NH:16][N+]([O-])=O)=[N:14][CH:15]=2)[CH:5]=[N:6][C:7]=1[CH3:8].N[CH2:22][CH2:23][CH2:24][CH2:25][CH2:26][OH:27]>C(O)C>[OH:27][CH2:26][CH2:25][CH2:24][CH2:23][CH2:22][NH:16][C:13]1[NH:12][C:11](=[O:20])[C:10]([CH2:9][C:4]2[CH:5]=[N:6][C:7]([CH3:8])=[C:2]([CH3:1])[CH:3]=2)=[CH:15][N:14]=1. Reported procedure: 5-(5,6-Dimethyl-3-pyridylmethyl)-2-nitroamino-4-pyrimidone is reacted with 5-aminopentanol in refluxing ethanol to give 2-(5-hydroxypentylamino)-5-(5,6-dimethyl-3-pyridylmethyl)-4-pyrimidone which is reacted with cyanamide and hydrogen chloride to give 2-[5-(O-isoureido)pentylamino]-5-(5,6-dimethyl-3-pyridylmethyl)-4-pyrimidone. Reactants: CNN (methylhydrazine), C(C)OC(=O)C1=C(NC(=C1C)C)C=O (3-ethoxycarbonyl-4,5-dimethyl-2-formylpyrrole), S(O)(O)(=O)=O (sulfuric acid). Solvent: C(C)O (ethanol). Yields the product CC1=C(C2=C(C=NN(C2=O)C)N1)C (2,3,5-Trimethyl-1H-pyrrolo[2,3-d]pyridazin-4(5H)-one). The yield is 104.2%. As a reaction SMILES: [CH3:1][NH:2][NH2:3].C([O:6][C:7]([C:9]1[C:13]([CH3:14])=[C:12]([CH3:15])[NH:11][C:10]=1[CH:16]=O)=O)C.S(=O)(=O)(O)O>C(O)C>[CH3:15][C:12]1[NH:11][C:10]2[CH:16]=[N:3][N:2]([CH3:1])[C:7](=[O:6])[C:9]=2[C:13]=1[CH3:14]. Reported procedure: A solution of methylhydrazine (1.82 g) and 3-ethoxycarbonyl-4,5-dimethyl-2-formylpyrrole (3.85 g) in ethanol (40 ml) was refluxed for 2 hours. After cooling to room temperature, concentrated sulfuric acid (0.7 ml) was added and the mixture was further refluxed for 13 hours. The mixture was cooled to room temperature and the resulting precipitate was collected by filtration, washed with ethanol and ether, and dried under reduced pressure to provide the title compound as light-yellow powder (3.64 ...